From a dataset of the Open Reaction Database (ORD), a public repository of structured organic reaction records. describe an organic reaction: reactants, conditions, products, and yield Starting materials: CCCCC(C)(C#N)N(C)C, O. The product is CCCCC(C)(CN)N(C)C. Reaction SMILES: [CH3:1][C:2]([C:3]#[N:4])([CH2:5][CH2:6][CH2:7][CH3:8])[N:9]([CH3:10])[CH3:11].[OH2:12]>>[CH3:1][C:2]([CH2:3][NH2:4])([CH2:5][CH2:6][CH2:7][CH3:8])[N:9]([CH3:10])[CH3:11]. The reactants are COC(CC1=NC(=NC(=C1SC)Cl)Cl)=O ((2,6-dichloro-5-methylsulfanyl-pyrimidin-4-yl)-acetic acid methyl ester), N1CCOCC1 (morpholine). The solvent is C1CCOC1 (THF). Conditions: time 2 hour. Yields the product COC(CC1=NC(=NC(=C1SC)N1CCOCC1)Cl)=O ((2-Chloro-5-methylsulfanyl-6-morpholin-4-yl-pyrimidin-4-yl)-acetic acid methyl ester). As a reaction SMILES: [CH3:1][O:2][C:3](=[O:15])[CH2:4][C:5]1[C:10]([S:11][CH3:12])=[C:9](Cl)[N:8]=[C:7]([Cl:14])[N:6]=1.[NH:16]1[CH2:21][CH2:20][O:19][CH2:18][CH2:17]1>C1COCC1>[CH3:1][O:2][C:3](=[O:15])[CH2:4][C:5]1[C:10]([S:11][CH3:12])=[C:9]([N:16]2[CH2:21][CH2:20][O:19][CH2:18][CH2:17]2)[N:8]=[C:7]([Cl:14])[N:6]=1. Procedure: A mixture of (2,6-dichloro-5-methylsulfanyl-pyrimidin-4-yl)-acetic acid methyl ester (860 mg, 3.22 mmol.), morpholine (336 mg, 3.86 mmol, 1.2 eq.) and THF (10 ml) was stirred at room temperature for 2.0 hrs. The reaction mixture was dried and the solvent was evaporated. The reaction mixture was subjected to addition of 0.1 N HCl washing free morpholine, extraction with EA and evaporation to remove the EA so as to give a crude. Purification of the crude by flash chromatography on silica gel (Hexa... Starting materials: C(#N)C1=CC=C(CN2C=C(C(C=C2)=O)C(=O)O)C=C1 (1-(4-Cyano-benzyl)-4-oxo-1,4-dihydro-pyridine-3-carboxylic acid), BrBr (bromine), BrBr (bromine). Solvent: C(C)(=O)O (acetic acid). Run at time 6 day. Product: BrC=1C(C(=CN(C1)CC1=CC=C(C=C1)C#N)C(=O)O)=O (5-Bromo-1-(4-cyano-benzyl)-4-oxo-1,4-dihydro-pyridine-3-carboxylic acid). Reaction SMILES: [C:1]([C:3]1[CH:19]=[CH:18][C:6]([CH2:7][N:8]2[CH:13]=[CH:12][C:11](=[O:14])[C:10]([C:15]([OH:17])=[O:16])=[CH:9]2)=[CH:5][CH:4]=1)#[N:2].[Br:20]Br>C(O)(=O)C>[Br:20][C:12]1[C:11](=[O:14])[C:10]([C:15]([OH:17])=[O:16])=[CH:9][N:8]([CH2:7][C:6]2[CH:5]=[CH:4][C:3]([C:1]#[N:2])=[CH:19][CH:18]=2)[CH:13]=1. Procedure details: To a solution of 1-(4-cyano-benzyl)-4-oxo-1,4-dihydro-pyridine-3-carboxylic acid (preparation 12a, 2.57 g, 10.1 mmol) in glacial acetic acid (10 ml) is added bromine (2 mL). The reaction mixture is stirred for 6 days at room temperature and additional bromine (1 mL) is added on the first 2 days, respectively. The reaction mixture is evaporated under reduced pressure and co-evaporated with toluene twice. The remaining residue is purified by preparative reversed-phase HPLC (XBridge, gradient of me... Reactants: OC1=CC=C(C=O)C=C1 (4-hydroxybenzaldehyde), BrCCCBr (1,3-dibromopropane). Run in C([O-])([O-])=O.[K+].[K+] (potassium carbonate), CN(C)C=O (DMF). The product is C(=O)C1=CC=C(OCCCOC2=CC=C(C=C2)C=O)C=C1 (1,3-bis(4-formyl-phenoxy)propane). Yield: 76.0%. Reaction SMILES: [OH:1][C:2]1[CH:9]=[CH:8][C:5]([CH:6]=[O:7])=[CH:4][CH:3]=1.Br[CH2:11][CH2:12][CH2:13]Br>C(=O)([O-])[O-].[K+].[K+].CN(C=O)C>[CH:6]([C:5]1[CH:8]=[CH:9][C:2]([O:1][CH2:11][CH2:12][CH2:13][O:1][C:2]2[CH:9]=[CH:8][C:5]([CH:6]=[O:7])=[CH:4][CH:3]=2)=[CH:3][CH:4]=1)=[O:7] |f:2.3.4|. Reported procedure: 10.0 g of 4-hydroxybenzaldehyde and 8.3 g of 1,3-dibromopropane were reacted for 24 hours in 6.2 g of potassium carbonate solution in 100 ml of DMF under reflux. The reaction mixture was poured into cold distilled water to obtain a precipitate. After filtration and vacuum drying the precipitate, the resultant was recrystallized in ethanol to obtain the white product (XII-1). The product yield was 76%. Starting materials: N[C@H](CO)C(C)C ((S)-(−)-2-amino-3-methyl-1-butanol), C1COS(=O)(=O)C1 (1,3-propane sultone). The solvent is O (water), O1CCCC1 (tetrahydrofuran). Product: OC[C@H](C(C)C)NCCCS(=O)(=O)O (3-[(1S)-1-(hydroxymethyl)-2-methylpropyl]amino-1-propanesulfonic acid). RXN SMILES: [NH2:1][C@@H:2]([CH:5]([CH3:7])[CH3:6])[CH2:3][OH:4].[CH2:8]1[CH2:14][S:11](=[O:13])(=[O:12])[O:10][CH2:9]1>O1CCCC1.O>[OH:4][CH2:3][C@@H:2]([NH:1][CH2:9][CH2:8][CH2:14][S:11]([OH:13])(=[O:12])=[O:10])[CH:5]([CH3:7])[CH3:6]. Reported procedure: To a solution of (S)-(−)-2-amino-3-methyl-1-butanol (2.50 g, 24.2 mmol) in tetrahydrofuran (35 mL) was slowly added 1,3-propane sultone (2.89 g, 23.0 mmol). The mixture was stirred at reflux for 3 h. The reaction mixture was cooled to room temperature. The solid material was collected by filtration, washed with acetone (2×25 mL). The crude product was suspended in 80% acetone/ethanol (75 mL). The suspension was stirred at reflux for 30 seconds. The solid product was collected by filtration, and ... Reactants: O=C(Cl)C1CCN(C(=O)OCc2ccccc2)CC1, C1CCOC1, CNC(=O)c1ccc(OC)cc1Cc1ccccc1, [Li]C(C)CC. The product is COc1ccc2c(c1)C(c1ccccc1)C(O)(C1CCN(C(=O)OCc3ccccc3)CC1)N(C)C2=O. As a reaction SMILES: [CH2:25]([c:26]1[cH:27][cH:28][cH:29][cH:30][cH:31]1)[O:32][C:33](=[O:34])[N:35]1[CH2:36][CH2:37][CH:38]([C:41](=[O:42])[Cl:43])[CH2:39][CH2:40]1.[CH2:44]1[O:45][CH2:46][CH2:47][CH2:48]1.[CH3:1][O:2][c:3]1[cH:4][c:5]([CH2:13][c:14]2[cH:15][cH:16][cH:17][cH:18][cH:19]2)[c:6]([C:7](=[O:8])[NH:9][CH3:10])[cH:11][cH:12]1.[CH:20]([Li:21])([CH2:22][CH3:23])[CH3:24]>>[CH3:1][O:2][c:3]1[cH:4][c:5]2[c:6]([cH:11][cH:12]1)[C:7](=[O:8])[N:9]([CH3:10])[C:41]([CH:38]1[CH2:37][CH2:36][N:35]([C:33]([O:32][CH2:25][c:26]3[cH:27][cH:28][cH:29][cH:30][cH:31]3)=[O:34])[CH2:40][CH2:39]1)([OH:42])[CH:13]2[c:14]1[cH:15][cH:16][cH:17][cH:18][cH:19]1. Reaction SMILES: [CH2:26]1[O:27][CH2:28][CH2:29][CH2:30]1.[Cl:1][c:2]1[c:3]([Si:18]([CH3:19])([CH3:20])[CH3:21])[cH:4][c:5]2[n:6]([n:7]1)[c:8](-[c:11]1[c:12]([F:17])[cH:13][cH:14][cH:15][cH:16]1)[n:9][n:10]2.[Cl:31][CH2:32][Cl:33].[I:22][CH2:23][CH2:24][I:25]>>[Cl:1][c:2]1[c:3]([I:22])[cH:4][c:5]2[n:6]([n:7]1)[c:8](-[c:11]1[c:12]([F:17])[cH:13][cH:14][cH:15][cH:16]1)[n:9][n:10]2. Product: Fc1ccccc1-c1nnc2cc(I)c(Cl)nn12. Starting materials: C1CCOC1, C[Si](C)(C)c1cc2nnc(-c3ccccc3F)n2nc1Cl, ClCCl, ICCI. Reactants: BrCc1ccccc1, CCO, [Na+], [Na], [OH-], O, O=S(=O)(O)c1ccc(O)cc1. Yields the product [Na], O=S(=O)(O)c1ccc(OCc2ccccc2)cc1. Reaction SMILES: [Br:16][CH2:17][c:18]1[cH:19][cH:20][cH:21][cH:22][cH:23]1.[CH3:24][CH2:25][OH:26].[Na+:2].[Na:3].[OH-:1].[OH2:15].[OH:4][c:5]1[cH:6][cH:7][c:8]([S:11](=[O:12])(=[O:13])[OH:14])[cH:9][cH:10]1>>[Na:3].[O:4]([c:5]1[cH:6][cH:7][c:8]([S:11](=[O:12])(=[O:13])[OH:14])[cH:9][cH:10]1)[CH2:17][c:18]1[cH:19][cH:20][cH:21][cH:22][cH:23]1. Product: COC(=O)Cc1ccc(OCc2ccc3ccccc3n2)cc1. Starting materials: O=C([O-])[O-], CN(C)C=O, ClCc1ccc2ccccc2n1, Cl, [K+], [K+], COC(=O)Cc1ccc(O)cc1. As a reaction SMILES: [C:26](=[O:27])([O-:28])[O-:29].[CH3:32][N:33]([CH3:34])[CH:35]=[O:36].[Cl:2][CH2:3][c:4]1[n:5][c:6]2[cH:7][cH:8][cH:9][cH:10][c:11]2[cH:12][cH:13]1.[ClH:1].[K+:30].[K+:31].[OH:14][c:15]1[cH:16][cH:17][c:18]([CH2:21][C:22](=[O:23])[O:24][CH3:25])[cH:19][cH:20]1>>[CH2:3]([c:4]1[n:5][c:6]2[cH:7][cH:8][cH:9][cH:10][c:11]2[cH:12][cH:13]1)[O:14][c:15]1[cH:16][cH:17][c:18]([CH2:21][C:22](=[O:23])[O:24][CH3:25])[cH:19][cH:20]1. Reactants: O=C(O)CCCCCCCCCCCCCCC(=O)O, C(=NC1CCCCC1)=NC1CCCCC1, C1CCOC1, C1CCOC1, O=C1CCC(=O)N1O. The product is O=C(O)CCCCCCCCCCCCCCC(=O)ON1C(=O)CCC1=O. RXN SMILES: [C:1]([CH2:2][CH2:3][CH2:4][CH2:5][CH2:6][CH2:7][CH2:8][CH2:9][CH2:10][CH2:11][CH2:12][CH2:13][CH2:14][CH2:15][C:16](=[O:17])[OH:18])(=[O:19])[OH:20].[CH:34]1([N:35]=[C:36]=[N:37][CH:38]2[CH2:39][CH2:40][CH2:41][CH2:42][CH2:43]2)[CH2:44][CH2:45][CH2:46][CH2:47][CH2:48]1.[O:21]1[CH2:22][CH2:23][CH2:24][CH2:25]1.[O:49]1[CH2:50][CH2:51][CH2:52][CH2:53]1.[OH:26][N:27]1[C:28](=[O:33])[CH2:29][CH2:30][C:31]1=[O:32]>>[C:1]([CH2:2][CH2:3][CH2:4][CH2:5][CH2:6][CH2:7][CH2:8][CH2:9][CH2:10][CH2:11][CH2:12][CH2:13][CH2:14][CH2:15][C:16](=[O:17])[OH:18])(=[O:19])[O:20][N:27]1[C:28](=[O:33])[CH2:29][CH2:30][C:31]1=[O:32].